From a dataset of the Open Reaction Database (ORD), a public repository of structured organic reaction records. describe an organic reaction: reactants, conditions, products, and yield Reactants: [Li]CCCC, CCCCCC, O=S(=O)(Cc1cc(F)ccc1F)c1ccc(Cl)cc1, CCCCCC1CO1, C1CCOC1, O. Product: CCCCCC(O)CC(c1cc(F)ccc1F)S(=O)(=O)c1ccc(Cl)cc1. Reaction SMILES: [CH2:1]([Li:2])[CH2:3][CH2:4][CH3:5].[CH3:6][CH2:7][CH2:8][CH2:9][CH2:10][CH3:11].[Cl:12][c:13]1[cH:14][cH:15][c:16]([S:19](=[O:20])(=[O:21])[CH2:22][c:23]2[c:24]([F:30])[cH:25][cH:26][c:27]([F:29])[cH:28]2)[cH:17][cH:18]1.[O:31]1[CH2:32][CH:33]1[CH2:34][CH2:35][CH2:36][CH2:37][CH3:38].[O:40]1[CH2:41][CH2:42][CH2:43][CH2:44]1.[OH2:39]>>[Cl:12][c:13]1[cH:14][cH:15][c:16]([S:19](=[O:20])(=[O:21])[CH:22]([c:23]2[c:24]([F:30])[cH:25][cH:26][c:27]([F:29])[cH:28]2)[CH2:32][CH:33]([OH:31])[CH2:34][CH2:35][CH2:36][CH2:37][CH3:38])[cH:17][cH:18]1. Reported procedure: A solution of alcohol 4 (0.57 g, 1.3 mmol) and 0.5 M Dess-Martin periodinane (9.05 mL, 4.1 mmol) in CH2Cl2 (25 mL) was stirred under N2 atmosphere at RT for 3 h. The reaction mixture was quenched with a 10% aqueous solution of Na2S2O3 (10 mL) and extracted with more CH2Cl2 (10 mL). The organic layer was washed with water (10 mL), dried (Na2SO4) and the volatiles were removed in vacuo. The residue was purified by MPLC (5 g SiO2 cartridge, eluent 70% iso-hexane-30% CH2Cl2) to give aldehyde 5 0.3 g... Reaction SMILES: [Cl:1][C:2]1[CH:3]=[CH:4][C:5]([O:17][CH2:18][C:19]2[CH:24]=[CH:23][C:22]([Cl:25])=[CH:21][CH:20]=2)=[C:6]([CH:16]=1)[CH2:7][N:8]1[C:12]([CH3:13])=[CH:11][C:10]([CH2:14][OH:15])=[N:9]1.CC(OI1(OC(C)=O)(OC(C)=O)OC(=O)C2C=CC=CC1=2)=O>C(Cl)Cl>[Cl:1][C:2]1[CH:3]=[CH:4][C:5]([O:17][CH2:18][C:19]2[CH:20]=[CH:21][C:22]([Cl:25])=[CH:23][CH:24]=2)=[C:6]([CH:16]=1)[CH2:7][N:8]1[C:12]([CH3:13])=[CH:11][C:10]([CH:14]=[O:15])=[N:9]1. The solvent is C(Cl)Cl (CH2Cl2). Yields the product ClC=1C=CC(=C(CN2N=C(C=C2C)C=O)C1)OCC1=CC=C(C=C1)Cl (1-[5-Chloro-2-(4-chloro-benzyloxy)-benzyl]-5-methyl-1H-pyrazole-3-carbaldehyde). The yield is 61.5%. Starting materials: ClC=1C=CC(=C(CN2N=C(C=C2C)CO)C1)OCC1=CC=C(C=C1)Cl ({1-[5-Chloro-2-(4-chloro-benzyloxy)-benzyl]-5-methyl-1H-pyrazol-3-yl}-methanol), CC(=O)OI1(C=2C=CC=CC2C(=O)O1)(OC(=O)C)OC(=O)C (Dess-Martin periodinane). Starting materials: BrC1=CC=C(C=C1)S(=O)(=O)NCC(F)(F)F (4-bromo-N-(2,2,2-trifluoroethyl)benzenesulfonamide), C(C)(C)(C)P(C(C)(C)C)C(C)(C)C (Tri-t-butylphosphine), C(#N)C1=CC=C(N1C)B(O)O (5-cyano-1-methyl-1H-pyrrol-2-ylboronic acid), [F-].[K+] (potassium fluoride). Reagents/catalysts: C=1C=CC(=CC1)/C=C/C(=O)/C=C/C2=CC=CC=C2.C=1C=CC(=CC1)/C=C/C(=O)/C=C/C2=CC=CC=C2.C=1C=CC(=CC1)/C=C/C(=O)/C=C/C2=CC=CC=C2.[Pd].[Pd] (tris(dibenzylideneacetone)dipalladium(0)). Reaction conditions: time 16 hour. Product: C(#N)C1=CC=C(N1C)C1=CC=C(C=C1)S(=O)(=O)NCC(F)(F)F (4-(5-cyano-1-methyl-1H-pyrrol-2-yl)-N-(2,2,2-trifluoroethyl)benzenesulfonamide). Yield: 41.5%. As a reaction SMILES: Br[C:2]1[CH:7]=[CH:6][C:5]([S:8]([NH:11][CH2:12][C:13]([F:16])([F:15])[F:14])(=[O:10])=[O:9])=[CH:4][CH:3]=1.[C:17]([C:19]1[N:23]([CH3:24])[C:22](B(O)O)=[CH:21][CH:20]=1)#[N:18].[F-].[K+].C(P(C(C)(C)C)C(C)(C)C)(C)(C)C>C1C=CC(/C=C/C(/C=C/C2C=CC=CC=2)=O)=CC=1.C1C=CC(/C=C/C(/C=C/C2C=CC=CC=2)=O)=CC=1.C1C=CC(/C=C/C(/C=C/C2C=CC=CC=2)=O)=CC=1.[Pd].[Pd]>[C:17]([C:19]1[N:23]([CH3:24])[C:22]([C:2]2[CH:7]=[CH:6][C:5]([S:8]([NH:11][CH2:12][C:13]([F:16])([F:15])[F:14])(=[O:10])=[O:9])=[CH:4][CH:3]=2)=[CH:21][CH:20]=1)#[N:18] |f:2.3,5.6.7.8.9|. Reported procedure: According to general procedure B, 4-bromo-N-(2,2,2-trifluoroethyl)benzenesulfonamide (127 mg, 0.40 mmol), 5-cyano-1-methyl-1H-pyrrol-2-ylboronic acid (72 mg, 0.48 mmol), potassium fluoride (76 mg, 1.3 mmol), and tris(dibenzylideneacetone)dipalladium(0) (10 mg, 0.01 mmol) were placed in an oven dried flask under nitrogen and dry THF (1.0 mL) was added. Tri-t-butylphosphine (60 μL, 0.02 mmol, 10 wt % in hexane) was added and the reaction was stirred for 16 hours. 4-(5-cyano-1-methyl-1H-pyrrol-2-yl... Reactants: C(Cl)(Cl)Cl (Chloroform), C(C)(C)(C)C1=CC=C(CCN)C=C1 (N-(4-tert-butylbenzyl)methylamine), C([O-])([O-])=O.[Na+].[Na+] (sodium carbonate), O(C1=CC=CC=C1)C=1C=C(CBr)C=CC1 (3-phenoxybenzyl bromide), CN(C=O)C (N,N-dimethylformamide), CN(C=O)C (N,N-dimethylformamide). The solvent is O (water). Run at time 12 hour. Yields the product C(C)(C)(C)C1=CC=C(CN(C)CC2=CC(=CC=C2)OC2=CC=CC=C2)C=C1 (N-(4-tertiary-butylbenzyl)-N-methyl-3-phenoxybenzylamine). Yield: 87.8%. As a reaction SMILES: [C:1]([C:5]1[CH:13]=[CH:12][C:8]([CH2:9]CN)=[CH:7][CH:6]=1)([CH3:4])([CH3:3])[CH3:2].C(=O)([O-])[O-].[Na+].[Na+].[O:20]([C:27]1[CH:28]=[C:29]([CH:32]=[CH:33][CH:34]=1)[CH2:30]Br)[C:21]1[CH:26]=[CH:25][CH:24]=[CH:23][CH:22]=1.C(Cl)(Cl)Cl.[CH3:39][N:40](C)C=O>O>[C:1]([C:5]1[CH:6]=[CH:7][C:8]([CH2:9][N:40]([CH2:30][C:29]2[CH:32]=[CH:33][CH:34]=[C:27]([O:20][C:21]3[CH:26]=[CH:25][CH:24]=[CH:23][CH:22]=3)[CH:28]=2)[CH3:39])=[CH:12][CH:13]=1)([CH3:2])([CH3:3])[CH3:4] |f:1.2.3|. Procedure details: Following the process to be described below, Compound 1 was prepared. Namely, 10.16 g of m-phenoxytoluene, 9.82 g of N-bromosuccinimide and 0.15 g of benzoyl peroxide were weighed and added to 90 ml of carbon tetrachloride as a solvent. The resulting mixture was heated under reflux for 3 hours to conduct a reaction. The reaction mixture was allowed to cool down, the insoluble matter was filtered off, and the filtrate was then concentrated. The concentrate was purified by chromatography on a sili... Reactants: CN1N=CC(=C1)CNCCCN (N-(1-methyl-4-pyrazolylmethyl)-trimethylenediamine), [N+](=O)([O-])C=C(SC)SC (1-nitro-2,2-bis(methylthio)ethylene), CS (methylmercaptan). The solvent is C(C)O (ethanol). The product is CN1N=CC(=C1)CN1C(NCCC1)=C[N+](=O)[O-] (1-(1-methyl-4-pyrazolylmethyl)2-(nitromethylene)tetrahydropyrimidine). Isolated yield 70.1%. Reaction SMILES: [CH3:1][N:2]1[CH:6]=[C:5]([CH2:7][NH:8][CH2:9][CH2:10][CH2:11][NH2:12])[CH:4]=[N:3]1.[N+:13]([CH:16]=[C:17](SC)SC)([O-:15])=[O:14].CS>C(O)C>[CH3:1][N:2]1[CH:6]=[C:5]([CH2:7][N:8]2[CH2:9][CH2:10][CH2:11][NH:12][C:17]2=[CH:16][N+:13]([O-:15])=[O:14])[CH:4]=[N:3]1. Procedure details: A mixture of 16.8 g of N-(1-methyl-4-pyrazolylmethyl)-trimethylenediamine, 16.5 g of 1-nitro-2,2-bis(methylthio)ethylene and 200 ml of ethanol was heated under reflux until the generation of methylmercaptan ceased. The mixture was cooled, and the precipitated crystals were collected by filtration. Washing with methanol gave 16.6 g of the desired 1-(1-methyl-4-pyrazolylmethyl)2-(nitromethylene)tetrahydropyrimidine as pale yellow crystals. Starting materials: CN(C)CC1=CC2=C(CN(CC2)C(=O)C=2SC(=CC2)\C=C/C2=CC=CC=C2)O1 ((Z)-N,N-Dimethyl-[6-[5-(2-phenylethenyl)thiophene-2-carbonyl]-4,5,6,7-tetrahydrofuro[2,3-c]pyridin-2-ylmethyl]amine), Cl (hydrogen chloride). The solvent is CO (methanol), C(C)(=O)OCC (ethyl acetate). Yields the product Cl.CN(C)CC1=CC2=C(CN(CC2)C(=O)C=2SC(=CC2)\C=C/C2=CC=CC=C2)O1 ((Z)-N,N-dimethyl-[6-[5-(2-phenylethenyl)thiophene-2-carbonyl]-4,5,6,7-tetrahydrofuro[2,3-c]pyridin-2-ylmethyl]amine hydrochloride). Reaction SMILES: [CH3:1][N:2]([CH2:4][C:5]1[O:28][C:8]2[CH2:9][N:10]([C:13]([C:15]3[S:16][C:17](/[CH:20]=[CH:21]\[C:22]4[CH:27]=[CH:26][CH:25]=[CH:24][CH:23]=4)=[CH:18][CH:19]=3)=[O:14])[CH2:11][CH2:12][C:7]=2[CH:6]=1)[CH3:3].[ClH:29]>CO.C(OCC)(=O)C>[ClH:29].[CH3:1][N:2]([CH2:4][C:5]1[O:28][C:8]2[CH2:9][N:10]([C:13]([C:15]3[S:16][C:17](/[CH:20]=[CH:21]\[C:22]4[CH:23]=[CH:24][CH:25]=[CH:26][CH:27]=4)=[CH:18][CH:19]=3)=[O:14])[CH2:11][CH2:12][C:7]=2[CH:6]=1)[CH3:3] |f:4.5|. Procedure: (Z)-N,N-Dimethyl-[6-[5-(2-phenylethenyl)thiophene-2-carbonyl]-4,5,6,7-tetrahydrofuro[2,3-c]pyridin-2-ylmethyl]amine 0.157 g was dissolved in methanol; hydrogen chloride in ethyl acetate was added in excess, followed by stirring. This mixture was concentrated, and recrystallized from methanol-diethyl ether to yield the desired product. Reactants: C(C)(C)C1=C(C=C(OCC(=O)NC=2C=C(C(=O)OC)C=CC2)C=C1)C (methyl 3-[2-(4-isopropyl-3-methyl-phenoxy)acetylamino]benzoate), [I-].[Li+] (lithium iodide). Run in N1=CC=CC=C1 (pyridine). Product: C(C)(C)C1=C(C=C(OCC(=O)NC=2C=C(C(=O)O)C=CC2)C=C1)C (3-[2-(4-ISOPROPYL 3-METHYL-PHENOXY)-ACETYLAMINO]-BENZOIC ACID). As a reaction SMILES: [CH:1]([C:4]1[CH:24]=[CH:23][C:7]([O:8][CH2:9][C:10]([NH:12][C:13]2[CH:14]=[C:15]([CH:20]=[CH:21][CH:22]=2)[C:16]([O:18]C)=[O:17])=[O:11])=[CH:6][C:5]=1[CH3:25])([CH3:3])[CH3:2].[I-].[Li+]>N1C=CC=CC=1>[CH:1]([C:4]1[CH:24]=[CH:23][C:7]([O:8][CH2:9][C:10]([NH:12][C:13]2[CH:14]=[C:15]([CH:20]=[CH:21][CH:22]=2)[C:16]([OH:18])=[O:17])=[O:11])=[CH:6][C:5]=1[CH3:25])([CH3:3])[CH3:2] |f:1.2|. Reported procedure: A solution of methyl 3-[2-(4-isopropyl-3-methyl-phenoxy)acetylamino]benzoate (948 mg, 2.78 mmol) and lithium iodide (3.72 g, 27.8 mmol) in anhydrous pyridine (15 mL) was heated to reflux for 20 h, then cooled and evaporated. The residue was taken up in water, and extracted twice with ethyl acetate. The extracts were washed with 1 N hydrochloric acid and brine, combined, dried over magnesium sulfate, filtered and evaporated to afford a semisolid mixture. The mixture was fractionally crystallized ... Reactants: hydrochloride salt, N(=[N+]=[N-])CC1OC2=C(C1)C=CC=C2C2CCCC2 ((±)-2-(azidomethyl)-7-cyclopentyl-2,3-dihydro-1-benzofuran). Reagents/catalysts: [Pd] (palladium on carbon). Yields the product C1(CCCC1)C1=CC=CC=2CC(OC21)CN ((±)-(7-cyclopentyl-2,3-dihydro-1-benzofuran-2-yl)methylamine). Yield: 58.0%. As a reaction SMILES: [N:1]([CH2:4][CH:5]1[CH2:9][C:8]2[CH:10]=[CH:11][CH:12]=[C:13]([CH:14]3[CH2:18][CH2:17][CH2:16][CH2:15]3)[C:7]=2[O:6]1)=[N+]=[N-]>[Pd]>[CH:14]1([C:13]2[C:7]3[O:6][CH:5]([CH2:4][NH2:1])[CH2:9][C:8]=3[CH:10]=[CH:11][CH:12]=2)[CH2:15][CH2:16][CH2:17][CH2:18]1. Reported procedure: Treatment of (±)-(7-cyclopentyl-2,3-dihydro-1-benzofuran-2-yl)methanol (4.08 g, 18.7 mmol) with p-toluenesulfonyl chloride (3.92 g, 21.9 mmol) in anhydrous pyridine (76 mL) generally according to the procedure described for Intermediate 10 gave (±)-(7-cyclopentyl-2,3-dihydro-1-benzofuran-2-yl)methyl 4-methylbenzenesulfonate as a tan oil. Treatment of the tosylate with sodium azide (4.39 g, 67.57 mmol) generally according to the procedure described for Intermediate 98 afforded 4.1 g of (±)-2-(azi...